Dataset: the Open Reaction Database (ORD), a public repository of structured organic reaction records. Task: describe an organic reaction: reactants, conditions, products, and yield The reactants are N(=NC(=O)OCC)C(=O)OCC (diethyl azodicarboxylate), OC1=CC=C2C=CC=C(C2=C1)N1CCN(CC1)C (7-hydroxy-1-(4-methyl-1-piperazinyl)-naphthalene), C1(=CC=CC=C1)P(C1=CC=CC=C1)C1=CC=CC=C1 (triphenylphosphine), FC(C1=CC=C(CO)C=C1)(F)F (4-trifluoromethylbenzyl alcohol). Solvent: C1CCOC1 (THF), C1CCOC1 (THF). Reaction conditions: time 8 hour. Product: FC(C1=CC=C(COC2=CC=C3C=CC=C(C3=C2)N2CCN(CC2)C)C=C1)(F)F (7-(4-Trifluoromethylbenzyloxy)-1-(4-methyl-1-piperazinyl)-naphthalene). Isolated yield 72.2%. Reaction SMILES: [OH:1][C:2]1[CH:11]=[C:10]2[C:5]([CH:6]=[CH:7][CH:8]=[C:9]2[N:12]2[CH2:17][CH2:16][N:15]([CH3:18])[CH2:14][CH2:13]2)=[CH:4][CH:3]=1.C1(P(C2C=CC=CC=2)C2C=CC=CC=2)C=CC=CC=1.[F:38][C:39]([F:49])([F:48])[C:40]1[CH:47]=[CH:46][C:43]([CH2:44]O)=[CH:42][CH:41]=1.N(C(OCC)=O)=NC(OCC)=O>C1COCC1>[F:38][C:39]([F:48])([F:49])[C:40]1[CH:47]=[CH:46][C:43]([CH2:44][O:1][C:2]2[CH:11]=[C:10]3[C:5]([CH:6]=[CH:7][CH:8]=[C:9]3[N:12]3[CH2:17][CH2:16][N:15]([CH3:18])[CH2:14][CH2:13]3)=[CH:4][CH:3]=2)=[CH:42][CH:41]=1. Procedure details: To a mixture of 7-hydroxy-1-(4-methyl-1-piperazinyl)-naphthalene (0.20 g, 0.83 mmol), triphenylphosphine (0.32 g, 1.22 mmol), and 4-trifluoromethylbenzyl alcohol (0.17 mL, 1.26 mmol)in dry THF (4 mL) was added diethyl azodicarboxylate in THF (1 mL). The mixture was stirred overnight at ambient temperature; then it was concentrated at reduced pressure. The residue was partitioned between ethyl acetate and 1N sodium hydroxide. The organic layer was washed with water and brine; then it was dried ov... Starting materials: CCC(C)=O, Cc1nc(-c2ccccc2)c(CCCl)o1, [I-], [Na+]. The product is Cc1nc(-c2ccccc2)c(CCI)o1. Reaction SMILES: [CH2:18]([C:19]([CH3:20])=[O:21])[CH3:22].[Cl:1][CH2:2][CH2:3][c:4]1[c:5](-[c:10]2[cH:11][cH:12][cH:13][cH:14][cH:15]2)[n:6][c:7]([CH3:9])[o:8]1.[I-:17].[Na+:16]>>[CH2:2]([CH2:3][c:4]1[c:5](-[c:10]2[cH:11][cH:12][cH:13][cH:14][cH:15]2)[n:6][c:7]([CH3:9])[o:8]1)[I:17]. Reaction conditions: temperature 20 celsius, time 4 hour. The yield is 88.9%. Procedure details: A mixture of 3-[3-[2,2-bis(4-isobutylphenyl)ethyl]benzoyl]indole (442 mg), ethyl 4-bromobutyrate (185 mg) and potassium carbonate (360 mg) in N,N-dimethylformamide (10 ml) was stirred at 20° C. for 4 hours. Ethyl 4-bromobutyrate (185 mg) and potassium carbonate (120 mg) were added, and resulting mixture was stirred at 20° C. for 16 hours. The reaction mixture was poured into a mixture of ethyl acetate and 1N-hydrochloric acid. The organic layer was separated, washed with water and brine, and dri... As a reaction SMILES: [CH2:1]([C:5]1[CH:10]=[CH:9][C:8]([CH:11]([C:30]2[CH:35]=[CH:34][C:33]([CH2:36][CH:37]([CH3:39])[CH3:38])=[CH:32][CH:31]=2)[CH2:12][C:13]2[CH:14]=[C:15]([CH:27]=[CH:28][CH:29]=2)[C:16]([C:18]2[C:26]3[C:21](=[CH:22][CH:23]=[CH:24][CH:25]=3)[NH:20][CH:19]=2)=[O:17])=[CH:7][CH:6]=1)[CH:2]([CH3:4])[CH3:3].Br[CH2:41][CH2:42][CH2:43][C:44]([O:46][CH2:47][CH3:48])=[O:45].C(=O)([O-])[O-].[K+].[K+].Cl>CN(C)C=O.C(OCC)(=O)C>[CH2:1]([C:5]1[CH:6]=[CH:7][C:8]([CH:11]([C:30]2[CH:31]=[CH:32][C:33]([CH2:36][CH:37]([CH3:39])[CH3:38])=[CH:34][CH:35]=2)[CH2:12][C:13]2[CH:14]=[C:15]([CH:27]=[CH:28][CH:29]=2)[C:16]([C:18]2[C:26]3[C:21](=[CH:22][CH:23]=[CH:24][CH:25]=3)[N:20]([CH2:41][CH2:42][CH2:43][C:44]([O:46][CH2:47][CH3:48])=[O:45])[CH:19]=2)=[O:17])=[CH:9][CH:10]=1)[CH:2]([CH3:4])[CH3:3] |f:2.3.4|. The reactants are Cl (hydrochloric acid), BrCCCC(=O)OCC (Ethyl 4-bromobutyrate), C([O-])([O-])=O.[K+].[K+] (potassium carbonate), C(C(C)C)C1=CC=C(C=C1)C(CC=1C=C(C(=O)C2=CNC3=CC=CC=C23)C=CC1)C1=CC=C(C=C1)CC(C)C (3-[3-[2,2-bis(4-isobutylphenyl)ethyl]benzoyl]indole), BrCCCC(=O)OCC (ethyl 4-bromobutyrate), C([O-])([O-])=O.[K+].[K+] (potassium carbonate). Yields the product C(C(C)C)C1=CC=C(C=C1)C(CC=1C=C(C(=O)C2=CN(C3=CC=CC=C23)CCCC(=O)OCC)C=CC1)C1=CC=C(C=C1)CC(C)C (ethyl 4-[3-[3-[2,2-bis(4isobutylphenyl)ethyl]benzoyl]indol-1-yl]butyrate). Solvent: C(C)(=O)OCC (ethyl acetate), CN(C=O)C (N,N-dimethylformamide). Reactants: C(C1=CC=CC=C1)[C@H]1NCC[C@@H](C1)N(C(C(F)(F)F)=O)CC1=CC=NC2=CC=CC=C12 ((2R*,4S*)-2-benzyl-N-(4-quinolylmethyl)-N-trifluoroacetyl-4-piperidinamine), BrC1C2=CC=CC=C2C=2C=CC=CC12 (9-bromofluorene), C([O-])([O-])=O.[K+].[K+] (potassium carbonate). The solvent is CC(=O)C (acetone). Product: C(C1=CC=CC=C1)[C@H]1N(CC[C@@H](C1)N(C(C(F)(F)F)=O)CC1=CC=NC2=CC=CC=C12)C1C2=CC=CC=C2C=2C=CC=CC12 ((2R*,4S*)-2-Benzyl-1-(9-fluorenyl)-N-(4-quinolylmethyl)-N-trifluoroacetyl-4-piperidinamine). The yield is 47.4%. Reaction SMILES: [CH2:1]([C@@H:8]1[CH2:13][C@@H:12]([N:14]([CH2:21][C:22]2[C:31]3[C:26](=[CH:27][CH:28]=[CH:29][CH:30]=3)[N:25]=[CH:24][CH:23]=2)[C:15](=[O:20])[C:16]([F:19])([F:18])[F:17])[CH2:11][CH2:10][NH:9]1)[C:2]1[CH:7]=[CH:6][CH:5]=[CH:4][CH:3]=1.Br[CH:33]1[C:45]2[CH:44]=[CH:43][CH:42]=[CH:41][C:40]=2[C:39]2[C:34]1=[CH:35][CH:36]=[CH:37][CH:38]=2.C(=O)([O-])[O-].[K+].[K+]>CC(C)=O>[CH2:1]([C@@H:8]1[CH2:13][C@@H:12]([N:14]([CH2:21][C:22]2[C:31]3[C:26](=[CH:27][CH:28]=[CH:29][CH:30]=3)[N:25]=[CH:24][CH:23]=2)[C:15](=[O:20])[C:16]([F:18])([F:19])[F:17])[CH2:11][CH2:10][N:9]1[CH:33]1[C:34]2[CH:35]=[CH:36][CH:37]=[CH:38][C:39]=2[C:40]2[C:45]1=[CH:44][CH:43]=[CH:42][CH:41]=2)[C:2]1[CH:3]=[CH:4][CH:5]=[CH:6][CH:7]=1 |f:2.3.4|. Procedure: 200 mg (0.467 mmol) of (2R*,4S*)-2-benzyl-N-(4-quinolylmethyl)-N-trifluoroacetyl-4-piperidinamine are reacted in analogy to Example 25a with 138 mg (0.561 mmol) of 9-bromofluorene and 155 mg (1.12 mmol) of potassium carbonate in 2.5 ml of acetone. The title compound (131 mg, 47%) is obtained as oil. TLC:toluene/ethyl acetate (1:1) Rf =0.43; FD-MS:M+ =591.